This data is from the Open Reaction Database (ORD), a public repository of structured organic reaction records. The task is: describe an organic reaction: reactants, conditions, products, and yield The reactants are CCOC(C)=O, CCCCCCCCCCC=Cc1ccccc1CO. Yields the product CCCCCCCCCCC=Cc1ccccc1C=O. As a reaction SMILES: [CH3:21][CH2:22][O:23][C:24](=[O:25])[CH3:26].[CH:1](=[CH:2][CH2:3][CH2:4][CH2:5][CH2:6][CH2:7][CH2:8][CH2:9][CH2:10][CH2:11][CH3:12])[c:13]1[c:14]([CH2:15][OH:16])[cH:17][cH:18][cH:19][cH:20]1>>[CH:1](=[CH:2][CH2:3][CH2:4][CH2:5][CH2:6][CH2:7][CH2:8][CH2:9][CH2:10][CH2:11][CH3:12])[c:13]1[c:14]([CH:15]=[O:16])[cH:17][cH:18][cH:19][cH:20]1. Reactants: ClC=1C=C(C=CC1)[C@H]1C[C@@H](C(N([C@@H]1C1=CC=C(C=C1)Cl)CC1CC1)=O)CC(=O)NN (2-((3R,5R,6S)-5-(3-Chlorophenyl)-6-(4-chlorophenyl)-1-(cyclopropylmethyl)-2-oxopiperidin-3-yl)acetohydrazide), Cl.C(C)(OC)=N (methyl acetimidate hydrochloride). The solvent is C1(=CC=CC=C1)C (toluene). Yields the product ClC=1C=C(C=CC1)[C@H]1C[C@@H](C(N([C@@H]1C1=CC=C(C=C1)Cl)CC1CC1)=O)CC=1OC(=NN1)C ((3R,5R,6S)-5-(3-chlorophenyl)-6-(4-chlorophenyl)-1-(cyclopropylmethyl)-3-((5-methyl-1,3,4-oxadiazol-2-yl)methyl)piperidin-2-one). As a reaction SMILES: [Cl:1][C:2]1[CH:3]=[C:4]([C@@H:8]2[C@@H:13]([C:14]3[CH:19]=[CH:18][C:17]([Cl:20])=[CH:16][CH:15]=3)[N:12]([CH2:21][CH:22]3[CH2:24][CH2:23]3)[C:11](=[O:25])[C@@H:10]([CH2:26][C:27]([NH:29][NH2:30])=[O:28])[CH2:9]2)[CH:5]=[CH:6][CH:7]=1.Cl.[C:32](=N)(OC)[CH3:33]>C1(C)C=CC=CC=1>[Cl:1][C:2]1[CH:3]=[C:4]([C@@H:8]2[C@@H:13]([C:14]3[CH:19]=[CH:18][C:17]([Cl:20])=[CH:16][CH:15]=3)[N:12]([CH2:21][CH:22]3[CH2:23][CH2:24]3)[C:11](=[O:25])[C@@H:10]([CH2:26][C:27]3[O:28][C:32]([CH3:33])=[N:30][N:29]=3)[CH2:9]2)[CH:5]=[CH:6][CH:7]=1 |f:1.2|. Procedure: To a solution of 40 mg (90 μmol) of 2-((3R,5R,6S)-5-(3-chlorophenyl)-6-(4-chlorophenyl)-1-(cyclopropylmethyl)-2-oxopiperidin-3-yl)acetohydrazide (Example 51) in 0.2 mL of toluene was added methyl acetimidate hydrochloride (13 mg, 116 μmol). The reaction mixture was heated to reflux for 14 h and then the reaction was concentrated under reduced pressure. Separation by reversed phase HPLC (10 to 90% AcCN/H2O in 45 min) provided the title compound as a colorless film. Starting materials: [H-].[Na+] (NaH), OCC(CO)(CO)CO (pentaerythritol), S(=O)(=O)(OCCC(C)CCCC(C)CCCC(C)CCCC(C)C)C1=CC=C(C)C=C1 (phytanyl tosylate). Run in CN(C)C=O (DMF). Reaction conditions: time 1 hour. The product is CC(CCOCC(CO)(CO)CO)CCCC(CCCC(CCCC(C)C)C)C (mono-O-(3,7,11,15-tetramethylhexadecyl)pentaerythritol). Yield: 22.8%. RXN SMILES: [OH:1][CH2:2][C:3]([CH2:8][OH:9])([CH2:6][OH:7])[CH2:4][OH:5].[H-].[Na+].S(C1C=CC(C)=CC=1)(O[CH2:16][CH2:17][CH:18]([CH2:20][CH2:21][CH2:22][CH:23]([CH2:25][CH2:26][CH2:27][CH:28]([CH2:30][CH2:31][CH2:32][CH:33]([CH3:35])[CH3:34])[CH3:29])[CH3:24])[CH3:19])(=O)=O>CN(C=O)C>[CH3:19][CH:18]([CH2:20][CH2:21][CH2:22][CH:23]([CH3:24])[CH2:25][CH2:26][CH2:27][CH:28]([CH3:29])[CH2:30][CH2:31][CH2:32][CH:33]([CH3:35])[CH3:34])[CH2:17][CH2:16][O:1][CH2:2][C:3]([CH2:8][OH:9])([CH2:6][OH:7])[CH2:4][OH:5] |f:1.2|. Reported procedure: Under a nitrogen gas stream, 36.09 g (265.1 mmol) of pentaerythritol was dissolved in 210 ml of dry DMF, and 5.3 g (132.5 mmol) of 60% NaH was added little by little under ice cooling. The resultant was heated to room temperature and agitated for 1 hour, and 30.0 g (66.26 mmol) of phytanyl tosylate was added dropwise thereto, followed by washing with 55 ml of DMF. The resultant was heated to 80° C. and agitated for 4 hours, the resulting reaction solution was concentrated under reduced pressure,... Starting materials: solution, FC1=CC=C(C=C1)C1=CC=C(C=C1)C(CN)C (2-(4′-fluoro-biphenyl-4-yl)-propylamine), solution, N1C(=O)NC(=O)C1CC(=O)O (5-hydantoin acetic acid), polystyrene, solution, C=1C=CC2=C(C1)N=NN2O (HOBT). Run in CN1CCCC1=O (NMP), CN1CCCC1=O (NMP), CN1CCCC1=O (NMP). Run at time 8 hour. Product: O=C1NC(C(N1)CC(=O)NCC(C)C1=CC=C(C=C1)C1=CC=C(C=C1)F)=O (2-(2,5-Dioxoimidazolidin-4-yl)-N-[2-(4′-fluoro-1,1′-biphenyl-4-yl)propyl]-acetamide). As a reaction SMILES: [NH:1]1[CH:7]([CH2:8][C:9]([OH:11])=O)[C:5](=[O:6])[NH:4][C:2]1=[O:3].C1C=CC2N(O)N=NC=2C=1.[F:22][C:23]1[CH:28]=[CH:27][C:26]([C:29]2[CH:34]=[CH:33][C:32]([CH:35]([CH3:38])[CH2:36][NH2:37])=[CH:31][CH:30]=2)=[CH:25][CH:24]=1>CN1C(=O)CCC1>[O:3]=[C:2]1[NH:1][CH:7]([CH2:8][C:9]([NH:37][CH2:36][CH:35]([C:32]2[CH:33]=[CH:34][C:29]([C:26]3[CH:25]=[CH:24][C:23]([F:22])=[CH:28][CH:27]=3)=[CH:30][CH:31]=2)[CH3:38])=[O:11])[C:5](=[O:6])[NH:4]1. Reported procedure: 600μL of a 0.15M solution in NMP of 5-hydantoin acetic acid was mixed with 98 mg of polystyrene-bound caibodiimide resin (loading 1.28 mmol/g). 340 μL of a 0.3M solution of HOBT in NMP was added to the mixture and vortexed for 10 minutes before 200 μL of a 0.3M solution in NMP of 2-(4′-fluoro-biphenyl-4-yl)-propylamine was added. The reaction mixture was vortexed overnight at room temperature in a sealed vessel. Resin was removed by filtration and the solution was evaporated to dryness. The prod... Starting materials: S1C(=NC=C1)NC(CC(=O)OCC)=O (ethyl 3-(2-thiazolylamino)-3-oxo-propanoate), Cl (hydrochloric acid), [H-].[Na+] (sodium hydride), ClC(C(C)C)C1=NC2=C(C(O1)=O)C=CC=C2C(F)(F)F (2-(1-chloro-2-methylpropyl)-8-trifluoromethyl-4H-3,1-benzoxazine-4-one). The solvent is O1CCCC1 (tetrahydrofuran), O1CCCC1 (tetrahydrofuran), O1CCCC1 (tetrahydrofuran). Run at time 10 minute. Product: ClC(C(=O)NC1=C(C=CC=C1C(F)(F)F)C(C(C(=O)OCC)C(=O)NC=1SC=CN1)=O)C(C)C (ethyl 2-[(2-chloro-1-oxo-3-methylbutyl)-amino]-β-oxo-α-[(2-thiazolylamino)-carbonyl]-3-trifluoromethyl-benzene-propanoate). Yield: 72.2%. As a reaction SMILES: [H-].[Na+].[S:3]1[CH:7]=[CH:6][N:5]=[C:4]1[NH:8][C:9](=[O:16])[CH2:10][C:11]([O:13][CH2:14][CH3:15])=[O:12].[Cl:17][CH:18]([C:22]1[O:27][C:26](=[O:28])[C:25]2[CH:29]=[CH:30][CH:31]=[C:32]([C:33]([F:36])([F:35])[F:34])[C:24]=2[N:23]=1)[CH:19]([CH3:21])[CH3:20].Cl>O1CCCC1>[Cl:17][CH:18]([CH:19]([CH3:21])[CH3:20])[C:22]([NH:23][C:24]1[C:32]([C:33]([F:34])([F:35])[F:36])=[CH:31][CH:30]=[CH:29][C:25]=1[C:26](=[O:28])[CH:10]([C:9]([NH:8][C:4]1[S:3][CH:7]=[CH:6][N:5]=1)=[O:16])[C:11]([O:13][CH2:14][CH3:15])=[O:12])=[O:27] |f:0.1|. Reported procedure: Under an inert gas, 5.52 g of sodium hydride dispersed at 55% in oil and 173 ml of tetrahydrofuran were mixed together and then a solution of 26.22 g of ethyl 3-(2-thiazolylamino)-3-oxo-propanoate in 690 ml of tetrahydrofuran was added slowly at 20° C. After stirring for 10 minutes, a solution of 34.5 g of 2-(1-chloro-2-methylpropyl)-8-trifluoromethyl-4H-3,1-benzoxazine-4-one [prepared according to the process described in European Pat. No. 0040573] in 210 ml of tetrahydrofuran was added slowly ... Reactants: CC(CCC(=O)C1C(CCCC1)=O)C (2-(4'-methyl valeryl) cyclohexanone), aqueous solution, [OH-].[Na+] (sodium hydroxide). Reported procedure: 10 g of 2-(4'-methyl valeryl) cyclohexanone are added to 70ml of a 5% aqueous solution of sodium hydroxide. The mixture is heated under reflux for 2 hours. The aqueous solution is then made acidic with a 4 N solution of hydrochloric acid and is extracted with ether. The ethereous phase is separated, is washed with a saturated solution of sodium chloride, is dried on sodium sulphate, is filtered and is evaporated to dryness. The solid residue weighing 9g is left to stand at room temperature. The ... The product is O=C(CCCCCC(=O)O)CCC(C)C (7- oxo 10- methyl undecanoic acid). As a reaction SMILES: [CH3:1][CH:2]([CH3:14])[CH2:3][CH2:4][C:5]([CH:7]1[CH2:12][CH2:11][CH2:10][CH2:9][C:8]1=[O:13])=[O:6].[OH-:15].[Na+]>>[O:6]=[C:5]([CH2:4][CH2:3][CH:2]([CH3:1])[CH3:14])[CH2:7][CH2:12][CH2:11][CH2:10][CH2:9][C:8]([OH:13])=[O:15] |f:1.2|.